This data is from the Open Reaction Database (ORD), a public repository of structured organic reaction records. The task is: describe an organic reaction: reactants, conditions, products, and yield The reactants are C1(OCCC2=CC=CC=C12)CCO ((-)-2-(isochroman-1-yl)ethanol), N1(CCNCCC1)C1=CC=C(C(=O)N)C=C1 (4-(homopiperazin-1-yl)benzamide), N1(CCNCC1)C1=CC=C(C=C1)S(=O)(=O)N (4-(piperazin-1-yl)benzenesulfonamide), FC1=CC=C(C(=O)N)C=C1 (4-fluorobenzamide), CNS(=O)(=O)C1=CC=C(C=C1)F.CNS(=O)(=O)C1=CC=C(C=C1)N1CCN(CC1)CC[C@@H]1OCCC2=CC=CC=C12 (N-Methyl-(S)-(-)-4-[4-[2-(isochroman-1-yl)ethyl]piperazin-1-yl]benzenesulfonamide N-Methyl-4-fluorobenzenesulfonamide), N1CCNCCC1 (homopiperazine), C[C@@H]1N[C@@H](CNC1)C (cis-2,6-dimethylpiperazine). The product is CS(=O)(=O)O.[C@H]1(OCCC2=CC=CC=C12)CCN1CCN(CCC1)C1=CC=C(C(=O)N)C=C1 ((S)-(-)-4-[4-[2-(Isochroman-1-yl)ethyl]homopiperazin-1-yl]benzamide methanesulfonate). Reaction SMILES: [CH:1]1([CH2:11][CH2:12]O)[C:10]2[C:5](=[CH:6][CH:7]=[CH:8][CH:9]=2)[CH2:4][CH2:3][O:2]1.[N:14]1([C:21]2[CH:29]=[CH:28][C:24]([C:25]([NH2:27])=[O:26])=[CH:23][CH:22]=2)[CH2:20][CH2:19][CH2:18][NH:17][CH2:16][CH2:15]1.N1(C2C=C[C:39]([S:42](N)(=[O:44])=[O:43])=CC=2)CCNCC1.FC1C=CC(C(N)=[O:52])=CC=1.CNS(C1C=CC(F)=CC=1)(=O)=O.CNS(C1C=CC(N2CCN(CC[C@H]3C4C(=CC=CC=4)CCO3)CC2)=CC=1)(=O)=O.N1CCCNCC1.C[C@H]1CNC[C@@H](C)N1>>[CH3:39][S:42]([OH:44])(=[O:52])=[O:43].[C@H:1]1([CH2:11][CH2:12][N:17]2[CH2:18][CH2:19][CH2:20][N:14]([C:21]3[CH:22]=[CH:23][C:24]([C:25]([NH2:27])=[O:26])=[CH:28][CH:29]=3)[CH2:15][CH2:16]2)[C:10]2[C:5](=[CH:6][CH:7]=[CH:8][CH:9]=2)[CH2:4][CH2:3][O:2]1 |f:4.5,8.9|. Reported procedure: Following the general procedure for EXAMPLE 49 and making non-critical variations (-)-2-(isochroman-1-yl)ethanol (LXXIX, 0.394 g) and 4-(homopiperazin-1-yl)benzamide (IV; 0.601 g prepared by the method of EXAMPLE 47, Step 1 from 4-fluorobenzamide, III, and homopiperazine, II) are combined to give the title compound, mp 163.75°-165°; MS (m/z) 379; [α]D -41° (c, 0.975, DMF); IR(mineral oil) 1609, 1043, 1662, 1167 and 1216 cm-1. The reactants are C(C)N(C=1C=CC(=C(C(=O)NCC2CCN(CC2)C(C2=CC=CC=C2)C2=CC=CC=C2)C1)[N+](=O)[O-])CC (5-diethylamino-2-nitro-N-[(1-diphenylmethylpiperidin-4-yl)methyl]benzamide). The reagents and catalysts are O=[Pt]=O (PtO2). Run at time 3 hour. Yields the product NC1=C(C(=O)NCC2CCN(CC2)C(C2=CC=CC=C2)C2=CC=CC=C2)C=C(C=C1)N(CC)CC (2-amino-5-diethylamino-N-[(1-diphenylmethylpiperidin-4-yl)methyl]benzamide). RXN SMILES: [CH2:1]([N:3]([CH2:36][CH3:37])[C:4]1[CH:5]=[CH:6][C:7]([N+:33]([O-])=O)=[C:8]([CH:32]=1)[C:9]([NH:11][CH2:12][CH:13]1[CH2:18][CH2:17][N:16]([CH:19]([C:26]2[CH:31]=[CH:30][CH:29]=[CH:28][CH:27]=2)[C:20]2[CH:25]=[CH:24][CH:23]=[CH:22][CH:21]=2)[CH2:15][CH2:14]1)=[O:10])[CH3:2]>O=[Pt]=O>[NH2:33][C:7]1[CH:6]=[CH:5][C:4]([N:3]([CH2:36][CH3:37])[CH2:1][CH3:2])=[CH:32][C:8]=1[C:9]([NH:11][CH2:12][CH:13]1[CH2:14][CH2:15][N:16]([CH:19]([C:20]2[CH:25]=[CH:24][CH:23]=[CH:22][CH:21]=2)[C:26]2[CH:31]=[CH:30][CH:29]=[CH:28][CH:27]=2)[CH2:17][CH2:18]1)=[O:10]. Reported procedure: Step 2): To a solution of 5-diethylamino-2-nitro-N-[(1-diphenylmethylpiperidin-4-yl)methyl]benzamide (1.0 g, 1.99 mmol) was added PtO2 (30 mg). The solution was stirred under H2 atmosphere (3 kg/cm2) for 3 hours. The catalysts were filtered off and the filtrate was evaporated to give 2-amino-5-diethylamino-N-[(1-diphenylmethylpiperidin-4-yl)methyl]benzamide, 930 mg(100%): mp 161°-163° C. Product: CC(C)N1CCN(C(=O)c2cc(-c3ccccc3Cl)c3c(c2)N(c2c(Cl)cccc2Cl)C(=O)OC3)CC1. RXN SMILES: [Al:47].[CH3:10][c:11]1[cH:12][cH:13][cH:14][cH:15][cH:16]1.[CH:1]([CH3:2])([CH3:3])[N:4]1[CH2:5][CH2:6][NH:7][CH2:8][CH2:9]1.[Cl:17][c:18]1[c:19](-[c:24]2[cH:25][c:26]([C:43](=[O:44])[O:45][CH3:46])[cH:27][c:28]3[c:29]2[CH2:30][O:31][C:32](=[O:42])[N:33]3[c:34]2[c:35]([Cl:41])[cH:36][cH:37][cH:38][c:39]2[Cl:40])[cH:20][cH:21][cH:22][cH:23]1.[Cl:48][CH2:49][Cl:50]>>[CH:1]([CH3:2])([CH3:3])[N:4]1[CH2:5][CH2:6][N:7]([C:43]([c:26]2[cH:25][c:24](-[c:19]3[c:18]([Cl:17])[cH:23][cH:22][cH:21][cH:20]3)[c:29]3[c:28]([cH:27]2)[N:33]([c:34]2[c:35]([Cl:41])[cH:36][cH:37][cH:38][c:39]2[Cl:40])[C:32](=[O:42])[O:31][CH2:30]3)=[O:44])[CH2:8][CH2:9]1. Reactants: [Al], Cc1ccccc1, CC(C)N1CCNCC1, COC(=O)c1cc(-c2ccccc2Cl)c2c(c1)N(c1c(Cl)cccc1Cl)C(=O)OC2, ClCCl. Reactants: ClCC(=O)NC1=C(C=CC=C1)NC1=CC=CC=C1 (2-chloro-N-(2-anilinophenyl)acetamide), O.C1(=CC=C(C=C1)S(=O)(=O)O)C (p-toluenesulfonic acid monohydrate). Solvent: C1=CC=CC=C1 (benzene), C([O-])(O)=O.[Na+] (sodium bicarbonate). Yields the product ClCC1=NC2=C(N1C1=CC=CC=C1)C=CC=C2 (2-chloromethyl-1-phenyl-1H-benzimidazole). The yield is 36.5%. As a reaction SMILES: [Cl:1][CH2:2][C:3]([NH:5][C:6]1[CH:11]=[CH:10][CH:9]=[CH:8][C:7]=1[NH:12][C:13]1[CH:18]=[CH:17][CH:16]=[CH:15][CH:14]=1)=O.O.C1(C)C=CC(S(O)(=O)=O)=CC=1>C1C=CC=CC=1.C(=O)(O)[O-].[Na+]>[Cl:1][CH2:2][C:3]1[N:12]([C:13]2[CH:18]=[CH:17][CH:16]=[CH:15][CH:14]=2)[C:7]2[CH:8]=[CH:9][CH:10]=[CH:11][C:6]=2[N:5]=1 |f:1.2,4.5|. Procedure: A solution of 2-chloro-N-(2-anilinophenyl)acetamide (10 g) and p-toluenesulfonic acid monohydrate (4.5 g) in benzene (250 ml) was refluxed for 1.5 hours under an azeotropic dehydration. After being cooled to ambient temperature, the reaction mixture was diluted with an aqueous sodium bicarbonate solution and extracted with ethyl acetate three times. The combined organic layer was washed successively with water and brine, dried over anhydrous magnesium sulfate and evaporated under reduced pressur... Reactants: O=C(O)c1cn(C2CC2)c2cc(N3CCNC(c4ccco4)C3)c(F)cc2c1=O, O=CO. Product: CN1CCN(c2cc3c(cc2F)c(=O)c(C(=O)O)cn3C2CC2)CC1c1ccco1. RXN SMILES: [CH:1]1([n:4]2[cH:5][c:6]([C:27](=[O:28])[OH:29])[c:7](=[O:26])[c:8]3[cH:9][c:10]([F:25])[c:11]([N:14]4[CH2:15][CH:16]([c:20]5[o:21][cH:22][cH:23][cH:24]5)[NH:17][CH2:18][CH2:19]4)[cH:12][c:13]23)[CH2:2][CH2:3]1.[CH:30]([OH:31])=[O:32]>>[CH:1]1([n:4]2[cH:5][c:6]([C:27](=[O:28])[OH:29])[c:7](=[O:26])[c:8]3[cH:9][c:10]([F:25])[c:11]([N:14]4[CH2:15][CH:16]([c:20]5[o:21][cH:22][cH:23][cH:24]5)[N:17]([CH3:30])[CH2:18][CH2:19]4)[cH:12][c:13]23)[CH2:2][CH2:3]1. Starting materials: C(C)(C)(C)C1=CC=C(C=C1)B(O)O (4-tert-butylphenylboronic acid), [F-].[Cs+] (caesium fluoride), 2-dicyclohexylphosphine 2-(N,N-dimethylamino)biphenyl, ClC1=CC=C2C(=NN(C2=C1)COCC[Si](C)(C)C)NC(CCC)=O (N-[6-chloro-1-[[2-(trimethylsilyl)-ethoxy]methyl]-1H-indazol-3-yl]butanamide). Reagents/catalysts: C(C)(=O)[O-].[Pd+2].C(C)(=O)[O-] (palladium acetate). Run in O1CCOCC1 (dioxane), C(C)(=O)OCC (ethyl acetate). Conditions: temperature 102 celsius. Product: CC(C)(C)C1=CC=C(C=C1)C1=CC=C2C(=NN(C2=C1)COCC[Si](C)(C)C)NC(CCC)=O (N-[6-[4-(1,1-dimethylethyl)phenyl]-1-[[2-(trimethylsilyl)ethoxy]methyl]-1H-indazol-3-yl]butanamide). The yield is 89.3%. RXN SMILES: [C:1]([C:5]1[CH:10]=[CH:9][C:8](B(O)O)=[CH:7][CH:6]=1)([CH3:4])([CH3:3])[CH3:2].[F-].[Cs+].Cl[C:17]1[CH:25]=[C:24]2[C:20]([C:21]([NH:34][C:35](=[O:39])[CH2:36][CH2:37][CH3:38])=[N:22][N:23]2[CH2:26][O:27][CH2:28][CH2:29][Si:30]([CH3:33])([CH3:32])[CH3:31])=[CH:19][CH:18]=1>O1CCOCC1.C(OCC)(=O)C.C([O-])(=O)C.[Pd+2].C([O-])(=O)C>[CH3:2][C:1]([C:5]1[CH:10]=[CH:9][C:8]([C:17]2[CH:25]=[C:24]3[C:20]([C:21]([NH:34][C:35](=[O:39])[CH2:36][CH2:37][CH3:38])=[N:22][N:23]3[CH2:26][O:27][CH2:28][CH2:29][Si:30]([CH3:33])([CH3:31])[CH3:32])=[CH:19][CH:18]=2)=[CH:7][CH:6]=1)([CH3:4])[CH3:3] |f:1.2,6.7.8|. Reported procedure: 840 mg of 4-tert-butylphenylboronic acid, 1.24 g of caesium fluoride, 13.5 mg of palladium acetate and finally 31 mg of 2-dicyclohexylphosphine-2-(N,N-dimethylamino)biphenyl are added to 1 g of N-[6-chloro-1-[[2-(trimethylsilyl)-ethoxy]methyl]-1H-indazol-3-yl]butanamide, described in Example 25, in 30 cm3 of dioxane. The mixture is heated at about 102° C. for 21 hours and the temperature is then allowed to return to room temperature and the reaction medium is diluted with 75 cm3 of ethyl acetate...